From a dataset of the Open Reaction Database (ORD), a public repository of structured organic reaction records. describe an organic reaction: reactants, conditions, products, and yield Starting materials: O=C(c1ccc(Br)cc1)N1CCOCC1, NC(=O)c1cn(-c2ccccc2)nc1N. Product: NC(=O)c1cn(-c2ccccc2)nc1Nc1ccc(C(=O)N2CCOCC2)cc1. As a reaction SMILES: [Br:16][c:17]1[cH:18][cH:19][c:20]([C:21](=[O:22])[N:23]2[CH2:24][CH2:25][O:26][CH2:27][CH2:28]2)[cH:29][cH:30]1.[NH2:1][c:2]1[n:3][n:4](-[c:10]2[cH:11][cH:12][cH:13][cH:14][cH:15]2)[cH:5][c:6]1[C:7](=[O:8])[NH2:9]>>[NH:1]([c:2]1[n:3][n:4](-[c:10]2[cH:11][cH:12][cH:13][cH:14][cH:15]2)[cH:5][c:6]1[C:7](=[O:8])[NH2:9])[c:17]1[cH:18][cH:19][c:20]([C:21](=[O:22])[N:23]2[CH2:24][CH2:25][O:26][CH2:27][CH2:28]2)[cH:29][cH:30]1. Starting materials: CO, O=COCCCS(=O)(=O)N1CCCSC1=C[N+](=O)[O-], ClCCl. Product: O=[N+]([O-])C=C1SCCCN1S(=O)(=O)CCCO. As a reaction SMILES: [CH3:23][OH:24].[CH:1](=[O:2])[O:3][CH2:4][CH2:5][CH2:6][S:7](=[O:8])(=[O:9])[N:10]1[C:11](=[CH:16][N+:17](=[O:18])[O-:19])[S:12][CH2:13][CH2:14][CH2:15]1.[Cl:20][CH2:21][Cl:22]>>[OH:3][CH2:4][CH2:5][CH2:6][S:7](=[O:8])(=[O:9])[N:10]1[C:11](=[CH:16][N+:17](=[O:18])[O-:19])[S:12][CH2:13][CH2:14][CH2:15]1. RXN SMILES: [BrH:28].[C:22](=[O:23])([O-:24])[O-:25].[CH3:1][O:2][c:3]1[cH:4][cH:5][c:6]2[c:7]([c:8]([N:11]([CH2:12][CH2:13][N:14]3[CH2:15][CH2:16][O:17][CH2:18][CH2:19]3)[CH3:20])[n:9][o:10]2)[cH:21]1.[Na+:26].[Na+:27]>>[OH:2][c:3]1[cH:4][cH:5][c:6]2[c:7]([c:8]([N:11]([CH2:12][CH2:13][N:14]3[CH2:15][CH2:16][O:17][CH2:18][CH2:19]3)[CH3:20])[n:9][o:10]2)[cH:21]1. Yields the product CN(CCN1CCOCC1)c1noc2ccc(O)cc12. Starting materials: Br, O=C([O-])[O-], COc1ccc2onc(N(C)CCN3CCOCC3)c2c1, [Na+], [Na+]. Reactants: O=C1Cc2c(cccc2-c2cccc(Br)c2)N1, CCN(CC)CCNC(=O)c1c[nH]c(C=O)c1C, C1CCNCC1, CCO. Yields the product CCN(CC)CCNC(=O)c1c[nH]c(C=C2C(=O)Nc3cccc(-c4cccc(Br)c4)c32)c1C. As a reaction SMILES: [Br:1][c:2]1[cH:3][c:4](-[c:8]2[c:9]3[c:13]([cH:14][cH:15][cH:16]2)[NH:12][C:11](=[O:17])[CH2:10]3)[cH:5][cH:6][cH:7]1.[CH2:18]([CH3:19])[N:20]([CH2:21][CH2:22][NH:23][C:24](=[O:25])[c:26]1[cH:27][nH:28][c:29]([CH:32]=[O:33])[c:30]1[CH3:31])[CH2:34][CH3:35].[CH2:36]1[CH2:37][CH2:38][NH:39][CH2:40][CH2:41]1.[CH3:42][CH2:43][OH:44]>>[Br:1][c:2]1[cH:3][c:4](-[c:8]2[c:9]3[c:13]([cH:14][cH:15][cH:16]2)[NH:12][C:11](=[O:17])[C:10]3=[CH:32][c:29]2[nH:28][cH:27][c:26]([C:24]([NH:23][CH2:22][CH2:21][N:20]([CH2:18][CH3:19])[CH2:34][CH3:35])=[O:25])[c:30]2[CH3:31])[cH:5][cH:6][cH:7]1. Starting materials: Cc1cc([N+](=O)[O-])ccc1Br, O=C([O-])[O-], [Cu], [I-], [K+], [K+], [K+], O=C1CCCCN1, O. Product: Cc1cc([N+](=O)[O-])ccc1N1CCCCC1=O. RXN SMILES: [Br:1][c:2]1[c:3]([CH3:11])[cH:4][c:5]([N+:8](=[O:9])[O-:10])[cH:6][cH:7]1.[C:19](=[O:20])([O-:21])[O-:22].[Cu:27].[I-:26].[K+:23].[K+:24].[K+:25].[NH:12]1[C:13](=[O:18])[CH2:14][CH2:15][CH2:16][CH2:17]1.[OH2:28]>>[c:2]1([N:12]2[C:13](=[O:18])[CH2:14][CH2:15][CH2:16][CH2:17]2)[c:3]([CH3:11])[cH:4][c:5]([N+:8](=[O:9])[O-:10])[cH:6][cH:7]1.